From a dataset of the Open Reaction Database (ORD), a public repository of structured organic reaction records. describe an organic reaction: reactants, conditions, products, and yield Reactants: [BH4-].[Na+] (sodium borohydride), C(C1=CC=CC=C1)(=O)NC1CCN(CC1)CCCC(=O)C1=CC=CC=C1 (4-Benzamido-(4-phenyl-4-oxobutyl)piperidine), Cl (hydrochloride). Solvent: [OH-].[Na+] (sodium hydroxide), CO (methanol). Reaction conditions: time 2 hour. The product is C(C1=CC=CC=C1)(=O)NC1CCN(CC1)CCCC(O)C1=CC=CC=C1 (4-Benzamido-1-(4-phenyl-4-hydroxybutyl)piperidine). Reaction SMILES: [C:1]([NH:9][CH:10]1[CH2:15][CH2:14][N:13]([CH2:16][CH2:17][CH2:18][C:19]([C:21]2[CH:26]=[CH:25][CH:24]=[CH:23][CH:22]=2)=[O:20])[CH2:12][CH2:11]1)(=[O:8])[C:2]1[CH:7]=[CH:6][CH:5]=[CH:4][CH:3]=1.[BH4-].[Na+].Cl>CO.[OH-].[Na+]>[C:1]([NH:9][CH:10]1[CH2:15][CH2:14][N:13]([CH2:16][CH2:17][CH2:18][CH:19]([C:21]2[CH:22]=[CH:23][CH:24]=[CH:25][CH:26]=2)[OH:20])[CH2:12][CH2:11]1)(=[O:8])[C:2]1[CH:3]=[CH:4][CH:5]=[CH:6][CH:7]=1 |f:1.2,5.6|. Procedure: 4-Benzamido-(4-phenyl-4-oxobutyl)piperidine (3.4 g.) was dissolved in methanol (125 ml.) and a solution of sodium borohydride (6.0 g.) in 0.2 N sodium hydroxide (30 ml.) was added at room temperature over a period of 0.5 hours. The resulting mixture was stirred for a further 2 hours and then heated under reflux for 4 hours. The resulting mixture was filtered, the filtrate evaporated almost to dryness and then treated with water (100 ml.). The colourless solid was filtered off, washed with water,... Starting materials: C1CO1 (ethylene oxide), [K].OC1=CC=C(C=C1)C(C)(C1=CC=C(C=C1)O)C1=CC=C(C=C1)O (1,1,1-tris(4-hydroxyphenyl)ethane potassium salt). Yields the product C(C=C)(=O)O.C(C=C)(=O)O.C(C=C)(=O)O.CC (ethane triacrylate), 1,1,1-tris(4-polypropoxylate phenyl)ethane, C1(=CC=CC=C1)O (phenol). RXN SMILES: [K].[OH:2][C:3]1[CH:8]=[CH:7][C:6](C(C2[CH:23]=[CH:22][C:21]([OH:24])=CC=2)(C2C=CC(O)=CC=2)C)=[CH:5][CH:4]=1.C1[O:27]C1>>[C:21]([OH:24])(=[O:27])[CH:22]=[CH2:23].[C:21]([OH:24])(=[O:27])[CH:22]=[CH2:23].[C:21]([OH:24])(=[O:27])[CH:22]=[CH2:23].[CH3:3][CH3:4].[C:3]1([OH:2])[CH:8]=[CH:7][CH:6]=[CH:5][CH:4]=1 |f:0.1,3.4.5.6,^1:0|. Procedure: 1,1,1-tris(4-polyethoxylate phenyl)ethane (EO/phenol=10; TEPTA 10EO) was synthesized as in the preparation example 2 by using 1 g of 1,1,1-tris(4-hydroxyphenyl)ethane potassium salt (3) and 3.14 g of ethylene oxide. 1,1,1-tris(4-polyethoxylatephenyl) ethane triacrylate(EO/phenol=10; TEPTA 10EO) was obtained by acrylation of thus synthesized 1,1,1-tris(4-polypropoxylate phenyl)ethane (PO/phenol=5). The yield was 71%. Starting materials: Cl (HCl), O1CCOCC1 (dioxane), ice, C(C)(C)(C)OC(NCCN1C(=NC(=C1)I)CCC)=O ([2-(4-iodo-2-propyl-imidazol-1-yl)-ethyl]-carbamic acid tert-butyl ester). Run in C(Cl)Cl (DCM). Conditions: temperature 0 celsius, time 15 minute. Product: IC=1N=C(N(C1)CCN)CCC (2-(4-iodo-2-propyl-imidazol-1-yl)-ethylamine), Cl (HCl). Reaction SMILES: C(OC(=O)[NH:7][CH2:8][CH2:9][N:10]1[CH:14]=[C:13]([I:15])[N:12]=[C:11]1[CH2:16][CH2:17][CH3:18])(C)(C)C.[ClH:20].O1CCOCC1>C(Cl)Cl>[I:15][C:13]1[N:12]=[C:11]([CH2:16][CH2:17][CH3:18])[N:10]([CH2:9][CH2:8][NH2:7])[CH:14]=1.[ClH:20]. Procedure details: To an ice-cooled solution of [2-(4-iodo-2-propyl-imidazol-1-yl)-ethyl]-carbamic acid tert-butyl ester (6.110 g; 16.111 mmol) in DCM (100 ml) was added slowly 4N HCl in dioxane (80.5 ml; 322 mmol; 20 eq.). The resulting suspension was stirred at 0° C. for 15 min., and then at rt for 2 h. The volatiles were removed under reduced pressure, then under HV. The product 2-(4-iodo-2-propyl-imidazol-1-yl)-ethylamine was obtained as a colorless solid (5.620 g; 100%; presence of 2 eq. of HCl). LC-MS: tR=0.... Procedure: 3.4 g of the crude tetramethylammonium propylsulfate are dissolved in 10 ml of water. To the solution are added 6.8 g of the crude di(4-tert-amylphenyl)iodonium hydrogensulfate prepared according to the method of example 3.1, dissolved in 5 ml of methanol. The mixture is stirred for 4 hours at room temperature. 10 ml of methylene chloride are added to the solution and stirred for additonal 2 hours at room temperature. The product is extracted with methylene chloride and the organic layer is wash... Starting materials: S(=O)(=O)(O)[O-].C(C)(C)(CC)C1=CC=C(C=C1)[I+]C1=CC=C(C=C1)C(C)(C)CC (di(4-tert-amylphenyl)iodonium hydrogensulfate), C(CC)OS(=O)(=O)[O-].C[N+](C)(C)C (tetramethylammonium propylsulfate), C(Cl)Cl (methylene chloride). Yields the product C(CC)OS(=O)(=O)[O-].C(C)(C)(CC)C1=CC=C(C=C1)[I+]C1=CC=C(C=C1)C(C)(C)CC (di(4-tert-amylphenyl)iodonium propylsulfate). Reaction SMILES: [CH2:1]([O:4][S:5]([O-:8])(=[O:7])=[O:6])[CH2:2][CH3:3].C[N+](C)(C)C.S([O-])(O)(=O)=O.[C:19]([C:24]1[CH:29]=[CH:28][C:27]([I+:30][C:31]2[CH:36]=[CH:35][C:34]([C:37]([CH2:40][CH3:41])([CH3:39])[CH3:38])=[CH:33][CH:32]=2)=[CH:26][CH:25]=1)([CH2:22][CH3:23])([CH3:21])[CH3:20].C(Cl)Cl>O.CO>[CH2:1]([O:4][S:5]([O-:8])(=[O:7])=[O:6])[CH2:2][CH3:3].[C:37]([C:34]1[CH:35]=[CH:36][C:31]([I+:30][C:27]2[CH:28]=[CH:29][C:24]([C:19]([CH2:22][CH3:23])([CH3:21])[CH3:20])=[CH:25][CH:26]=2)=[CH:32][CH:33]=1)([CH2:40][CH3:41])([CH3:39])[CH3:38] |f:0.1,2.3,7.8|. Reaction conditions: time 4 hour. Isolated yield 52.5%. The solvent is CO (methanol), O (water). Starting materials: solution, Cl (hydrogen chloride), C(C)N1CCC(CC1)CCOC1=C(C=C(C=N1)C1=C2N=CN(C2=NC(=N1)C#N)C)C(F)(F)F (6-{6-[2-(1-ethylpiperidin-4-yl)ethoxy]-5-(trifluoromethyl)pyridin-3-yl}-9-methyl-9H-purine-2-carbonitrile). Run in CCOC(=O)C (EtOAc), CCO (EtOH). Conditions: temperature 80 celsius. Product: Cl.C(C)N1CCC(CC1)CCOC1=C(C=C(C=N1)C1=C2N=CN(C2=NC(=N1)C#N)C)C(F)(F)F (6-{6-[2-(1-ethylpiperidin-4-yl)ethoxy]-5-(trifluoromethyl)pyridin-3-yl}-9-methyl-9H-purine-2-carbonitrile monohydrochloride). As a reaction SMILES: [ClH:1].[CH2:2]([N:4]1[CH2:9][CH2:8][CH:7]([CH2:10][CH2:11][O:12][C:13]2[N:18]=[CH:17][C:16]([C:19]3[N:27]=[C:26]([C:28]#[N:29])[N:25]=[C:24]4[C:20]=3[N:21]=[CH:22][N:23]4[CH3:30])=[CH:15][C:14]=2[C:31]([F:34])([F:33])[F:32])[CH2:6][CH2:5]1)[CH3:3]>CCOC(C)=O.CCO>[ClH:1].[CH2:2]([N:4]1[CH2:9][CH2:8][CH:7]([CH2:10][CH2:11][O:12][C:13]2[N:18]=[CH:17][C:16]([C:19]3[N:27]=[C:26]([C:28]#[N:29])[N:25]=[C:24]4[C:20]=3[N:21]=[CH:22][N:23]4[CH3:30])=[CH:15][C:14]=2[C:31]([F:33])([F:32])[F:34])[CH2:6][CH2:5]1)[CH3:3] |f:4.5|. Procedure: A 4 M solution of hydrogen chloride in EtOAc (4.2 mL) was added dropwise to a suspension of 6-{6-[2-(1-ethylpiperidin-4-yl)ethoxy]-5-(trifluoromethyl)pyridin-3-yl}-9-methyl-9H-purine-2-carbonitrile (3.9 g) in EtOH (58.5 mL) at room temperature, whereby a solution was obtained. After the solution was concentrated under reduced pressure, the residue was suspended in EtOH (117 mL). The suspension was stirred at 80° C. to obtain a solution, and the solution was cooled to room temperature while stirr...